From a dataset of the Open Reaction Database (ORD), a public repository of structured organic reaction records. describe an organic reaction: reactants, conditions, products, and yield Starting materials: NC1=CC=C(C(=C1)C1=CC=CC=C1)C#N (5-aminobiphenyl-2-carbonitrile), Cl.NC(C(=O)OC(C)(C)C)(C)C (tert-butyl 2-amino-2-methylpropionate hydrochloride), C(=O)(Cl)Cl (phosgene). The product is CC1(NC(N(C1=O)C1=CC=C(C(=C1)C1=CC=CC=C1)C#N)=O)C (5-(4,4-dimethyl-2,5-dioxoimidazolidin-1-yl)biphenyl-2-carbonitrile). As a reaction SMILES: [NH2:1][C:2]1[CH:7]=[C:6]([C:8]2[CH:13]=[CH:12][CH:11]=[CH:10][CH:9]=2)[C:5]([C:14]#[N:15])=[CH:4][CH:3]=1.Cl.[NH2:17][C:18]([CH3:27])([CH3:26])[C:19](OC(C)(C)C)=[O:20].[C:28](Cl)(Cl)=[O:29]>>[CH3:27][C:18]1([CH3:26])[C:19](=[O:20])[N:1]([C:2]2[CH:7]=[C:6]([C:8]3[CH:13]=[CH:12][CH:11]=[CH:10][CH:9]=3)[C:5]([C:14]#[N:15])=[CH:4][CH:3]=2)[C:28](=[O:29])[NH:17]1 |f:1.2|. Reported procedure: Compound 223.1 was prepared by the process as described for 1.1 by reaction of 223.3 with tert-butyl 2-amino-2-methylpropionate hydrochloride and phosgene (solution in toluene). 1H NMR: 8.73, s, 1H; 8.09, d, 1H, 7.75, s, 1H, 7.69, d, 1H, 7.62-7.5, m, 5H, 1.42, s, 6H. Reactants: N([C@@H](C)C(=O)N[C@H](CCC(O)=O)C(=O)OC)C(=O)OC(C)(C)C (Boc-L-Ala-D-Glu(OH)OMe), N([C@@H](C)C(=O)N[C@H](CC(C(O)=O)ON1C(=O)CCC1=O)C(=O)OCC1=CC=CC=C1)C(=O)OCC1=CC=CC=C1 (Z-L-Ala-D-Glu(γ-OSu)OBzl), ClC1=CC=C(C=C1)S(=O)(=O)ON1N=NC2=C1C=C(C=C2)Cl (1-(4-chlorobenzenesulfonyloxy)-6-chlorobenzotriazole). The solvent is C(Cl)Cl (methylene chloride). Run at time 2 day. Product: N([C@H](C)C(=O)ON1C(=O)CCC1=O)C(=O)OC(C)(C)C (Boc-D-Ala-OSu). The yield is 188.3%. Reaction SMILES: [NH:1]([C:17]([O:19][C:20]([CH3:23])([CH3:22])[CH3:21])=[O:18])[C@H:2]([C:4](N[C@@H](C(OC)=O)CCC(=O)O)=[O:5])[CH3:3].N(C(OCC1C=CC=CC=1)=O)[C@H](C(N[C@@H](C(OCC1C=CC=CC=1)=O)CC(O[N:37]1[C:42](=[O:43])[CH2:41][CH2:40][C:38]1=[O:39])C(=O)O)=O)C.ClC1C=CC(S(ON2C3C=C(Cl)C=CC=3N=N2)(=O)=[O:72])=CC=1>C(Cl)Cl>[NH:1]([C:17]([O:19][C:20]([CH3:21])([CH3:22])[CH3:23])=[O:18])[C@@H:2]([C:4]([O:5][N:37]1[C:42](=[O:43])[CH2:41][CH2:40][C:38]1=[O:39])=[O:72])[CH3:3]. Procedure details: To a mixture of Boc-L-Ala-D-Glu(OH)OMe (1)(1.33 g), L-Lys(ε-Boc)-GlyOEt (2)(2.02 g) and 1-(4-chlorobenzenesulfonyloxy)-6-chlorobenzotriazole (1.38 g) in methylene chloride (50 ml) was added N-methylmorphorine (0.808 g) at 0° C. and the mixture was stirred for 30 minutes at the same temperature and for 2 days at room temperature. The reaction mixture was washed successively with 5% aqueous sodium bicarbonate, water, 5% hydrochloride acid and water, dried over magnesium sulfate and evaporated to g...